This data is from the Open Reaction Database (ORD), a public repository of structured organic reaction records. The task is: describe an organic reaction: reactants, conditions, products, and yield Reported procedure: The reaction and workup procedures of Example 156 were repeated except that 100 mg of 21,21-dimethoxy-20-methyl-pregna-5,7-diene-1α,3β-diol was used in lieu of 100 mg of 20-(5,5-dimethyl-1,3-dioxan-2-yl)-1α,3β-bis(methoxycarbonyloxy)pregna-5,7-diene to give 45 mg of 1α,3β-dihydroxypregna-5,7-diene-20-carbaldehyde showing the following physical properties. Reaction SMILES: C[O:2][CH:3](OC)[CH:4]([CH3:26])[C@@H:5]1[C@:22]2([CH3:23])[C@H:8]([C:9]3[C@H:19]([CH2:20][CH2:21]2)[C@:17]2([CH3:18])[C:12]([CH2:13][C@@H:14]([OH:25])[CH2:15][C@@H:16]2[OH:24])=[CH:11][CH:10]=3)[CH2:7][CH2:6]1.CC1(C)COC(C([C@@H]2[C@]3(C)[C@H](C4[C@H](CC3)[C@]3(C)C(C[C@@H](OC(OC)=O)C[C@@H]3OC(OC)=O)=CC=4)CC2)C)OC1>>[OH:24][C@@H:16]1[C@@:17]2([CH3:18])[C:12](=[CH:11][CH:10]=[C:9]3[C@@H:19]2[CH2:20][CH2:21][C@@:22]2([CH3:23])[C@H:8]3[CH2:7][CH2:6][C@@H:5]2[CH:4]([CH:3]=[O:2])[CH3:26])[CH2:13][C@@H:14]([OH:25])[CH2:15]1. The product is O[C@H]1C[C@@H](CC2=CC=C3[C@@H]4CC[C@H](C(C)C=O)[C@]4(CC[C@@H]3[C@@]12C)C)O (1α,3β-dihydroxypregna-5,7-diene-20-carbaldehyde). Reactants: COC(C([C@H]1CC[C@H]2C3=CC=C4C[C@H](C[C@@H]([C@]4(C)[C@H]3CC[C@]12C)O)O)C)OC (21,21-dimethoxy-20-methyl-pregna-5,7-diene-1α,3β-diol), CC1(COC(OC1)C(C)[C@H]1CC[C@H]2C3=CC=C4C[C@H](C[C@@H]([C@]4(C)[C@H]3CC[C@]12C)OC(=O)OC)OC(=O)OC)C (20-(5,5-dimethyl-1,3-dioxan-2-yl)-1α,3β-bis(methoxycarbonyloxy)pregna-5,7-diene). The yield is 51.0%. Reactants: CCO, Cl, CCOC(=O)COc1c(F)cc(SCCNS(=O)(=O)c2ccccc2)cc1F, [Na+], [OH-]. Yields the product O=C(O)COc1c(F)cc(SCCNS(=O)(=O)c2ccccc2)cc1F. Reaction SMILES: [CH3:32][CH2:33][OH:34].[ClH:31].[F:1][c:2]1[c:3]([O:4][CH2:5][C:6](=[O:7])[O:8][CH2:9][CH3:10])[c:11]([F:28])[cH:12][c:13]([S:15][CH2:16][CH2:17][NH:18][S:19](=[O:20])(=[O:21])[c:22]2[cH:23][cH:24][cH:25][cH:26][cH:27]2)[cH:14]1.[Na+:30].[OH-:29]>>[F:1][c:2]1[c:3]([O:4][CH2:5][C:6](=[O:7])[OH:8])[c:11]([F:28])[cH:12][c:13]([S:15][CH2:16][CH2:17][NH:18][S:19](=[O:20])(=[O:21])[c:22]2[cH:23][cH:24][cH:25][cH:26][cH:27]2)[cH:14]1. Reactants: NC=1C=CC(=C(C1)N1CC2=C(N=C(N=C2)NC)CC1)C ([6-(5-Amino-2-methyl-phenyl)-5,6,7,8-tetrahydro-pyrido[4,3-d]pyrimidin-2-yl]-methyl-amine), N(=C=O)C1=CC(=CC=C1)C(F)(F)F (1-Isocyanato-3-trifluoromethylbenzene), CCCCCC (hexane). The solvent is O (water), C1CCOC1 (THF). Reaction conditions: time 3 hour. Yields the product CC1=C(C=C(C=C1)NC(=O)NC1=CC(=CC=C1)C(F)(F)F)N1CC2=C(N=C(N=C2)NC)CC1 (1-[4-Methyl-3-(2-methylamino-7,8-dihydro-5H-pyrido[4,3-d]pyrimidin-6-yl)-phenyl]-3-(3-trifluoromethyl-phenyl)-urea). The yield is 65.7%. Reaction SMILES: [NH2:1][C:2]1[CH:3]=[CH:4][C:5]([CH3:20])=[C:6]([N:8]2[CH2:19][CH2:18][C:11]3[N:12]=[C:13]([NH:16][CH3:17])[N:14]=[CH:15][C:10]=3[CH2:9]2)[CH:7]=1.[N:21]([C:24]1[CH:29]=[CH:28][CH:27]=[C:26]([C:30]([F:33])([F:32])[F:31])[CH:25]=1)=[C:22]=[O:23].CCCCCC>C1COCC1.O>[CH3:20][C:5]1[CH:4]=[CH:3][C:2]([NH:1][C:22]([NH:21][C:24]2[CH:29]=[CH:28][CH:27]=[C:26]([C:30]([F:31])([F:32])[F:33])[CH:25]=2)=[O:23])=[CH:7][C:6]=1[N:8]1[CH2:19][CH2:18][C:11]2[N:12]=[C:13]([NH:16][CH3:17])[N:14]=[CH:15][C:10]=2[CH2:9]1. Procedure: To a clear stirred solution of [6-(5-Amino-2-methyl-phenyl)-5,6,7,8-tetrahydro-pyrido[4,3-d]pyrimidin-2-yl]-methyl-amine (75 mg, 0.278 mmol) in the THF (1.5 ml) was added 1-Isocyanato-3-trifluoromethylbenzene (57.3 mg, 0.306 mmol) all at once, and the reaction mixture was allowed to stirred for 3 hours at room temperature. After 3 hours, the reaction mixture was diluted with water, extracted with ethyl acetate. The organic layer was given a brine wash, dried over sodium sulphate and concentrated... Reactants: N#Cc1ccc(CBr)c(F)c1, O=C1NCCC(F)(F)CC1NS(=O)(=O)c1ccc(Cl)cc1. The product is N#Cc1ccc(CN(C2CC(F)(F)CCNC2=O)S(=O)(=O)c2ccc(Cl)cc2)c(F)c1. As a reaction SMILES: [Br:22][CH2:23][c:24]1[c:25]([F:32])[cH:26][c:27]([C:28]#[N:29])[cH:30][cH:31]1.[Cl:1][c:2]1[cH:3][cH:4][c:5]([S:8](=[O:9])(=[O:10])[NH:11][CH:12]2[C:13](=[O:21])[NH:14][CH2:15][CH2:16][C:17]([F:19])([F:20])[CH2:18]2)[cH:6][cH:7]1>>[Cl:1][c:2]1[cH:3][cH:4][c:5]([S:8](=[O:9])(=[O:10])[N:11]([CH:12]2[C:13](=[O:21])[NH:14][CH2:15][CH2:16][C:17]([F:19])([F:20])[CH2:18]2)[CH2:23][c:24]2[c:25]([F:32])[cH:26][c:27]([C:28]#[N:29])[cH:30][cH:31]2)[cH:6][cH:7]1.